From a dataset of the Open Reaction Database (ORD), a public repository of structured organic reaction records. describe an organic reaction: reactants, conditions, products, and yield The reactants are [N-]=[N+]=[N-].[Na+] (Sodium azide), CS(=O)(=O)O[C@@H]1C[C@H](N(C1)C(=O)OCC1=CC=C(C=C1)[N+](=O)[O-])C(=O)C=1N=CN2C1SC=C2 (7-[(2S,4R)-4-methanesulfonyloxy-1-(4-nitrobenzyloxycarbonyl)pyrrolidin-2-yl]carbonylimidazo[5,1-b]thiazole), O (Water). Run in CN(C)C=O (DMF). Conditions: temperature 100 celsius, time 13 hour. Yields the product N(=[N+]=[N-])[C@H]1C[C@H](N(C1)C(=O)OCC1=CC=C(C=C1)[N+](=O)[O-])C(=O)C=1N=CN2C1SC=C2 (7-[(2S,4S)-4-Azido-1-(4-nitrobenzyloxycarbonyl)pyrrolidin-2-yl]carbonylimidazo[5,1-b]thiazole). Yield: 96.2%. RXN SMILES: [N-:1]=[N+:2]=[N-:3].[Na+].CS(O[C@H:10]1[CH2:14][N:13]([C:15]([O:17][CH2:18][C:19]2[CH:24]=[CH:23][C:22]([N+:25]([O-:27])=[O:26])=[CH:21][CH:20]=2)=[O:16])[C@H:12]([C:28]([C:30]2[N:31]=[CH:32][N:33]3[CH:37]=[CH:36][S:35][C:34]=23)=[O:29])[CH2:11]1)(=O)=O.O>CN(C=O)C>[N:1]([C@@H:10]1[CH2:14][N:13]([C:15]([O:17][CH2:18][C:19]2[CH:24]=[CH:23][C:22]([N+:25]([O-:27])=[O:26])=[CH:21][CH:20]=2)=[O:16])[C@H:12]([C:28]([C:30]2[N:31]=[CH:32][N:33]3[CH:37]=[CH:36][S:35][C:34]=23)=[O:29])[CH2:11]1)=[N+:2]=[N-:3] |f:0.1|. Procedure: Sodium azide (87 mg) was added to a solution of 552 mg of 7-[(2S,4R)-4-methanesulfonyloxy-1-(4-nitrobenzyloxycarbonyl)pyrrolidin-2-yl]carbonylimidazo[5,1-b]thiazole in 5 ml of DMF, and the mixture was stirred at 100° C. for 13 hr. Water was added to the reaction solution, and the mixture was extracted with ethyl acetate, followed by washing three times with brine. The organic layer was dried over anhydrous magnesium sulfate, and the solvent was then removed by distillation to give 474 mg of a cr... Reactants: ClC=1C=C(C=C(C1)Cl)C1(CN(CC1)C1=CC(=C(C(=O)O)C=C1)[N+](=O)[O-])C(F)(F)F (4-[3-(3,5-dichlorophenyl)-3-(trifluoromethyl)pyrrolidin-1-yl]-2-nitrobenzoic acid), N1=C(C=CC=C1)CN (2-picolylamine), Cl.C(C)N=C=NCCCN(C)C (1-ethyl-3-(3′-dimethylaminopropyl)carbodiimide hydrochloride), O.ON1N=NC2=C1C=CC=C2 (1-hydroxybenzotriazole monohydrate). Run in CN(C)C=O (DMF), O (water). Conditions: time 6 hour. Product: ClC=1C=C(C=C(C1)Cl)C1(CN(CC1)C1=CC(=C(C(=O)NCC2=NC=CC=C2)C=C1)[N+](=O)[O-])C(F)(F)F (4-[3(3,5-dichlorophenyl)-3-(trifluoromethyl)pyrrolidin-1-yl]-2-nitro-N-(pyridine-2-ylmethyl)benzamide). The yield is 54.4%. As a reaction SMILES: [Cl:1][C:2]1[CH:3]=[C:4]([C:9]2([C:26]([F:29])([F:28])[F:27])[CH2:13][CH2:12][N:11]([C:14]3[CH:22]=[CH:21][C:17]([C:18]([OH:20])=O)=[C:16]([N+:23]([O-:25])=[O:24])[CH:15]=3)[CH2:10]2)[CH:5]=[C:6]([Cl:8])[CH:7]=1.[N:30]1[CH:35]=[CH:34][CH:33]=[CH:32][C:31]=1[CH2:36][NH2:37].Cl.C(N=C=NCCCN(C)C)C.O.ON1C2C=CC=CC=2N=N1>CN(C=O)C.O>[Cl:8][C:6]1[CH:5]=[C:4]([C:9]2([C:26]([F:29])([F:27])[F:28])[CH2:13][CH2:12][N:11]([C:14]3[CH:22]=[CH:21][C:17]([C:18]([NH:37][CH2:36][C:31]4[CH:32]=[CH:33][CH:34]=[CH:35][N:30]=4)=[O:20])=[C:16]([N+:23]([O-:25])=[O:24])[CH:15]=3)[CH2:10]2)[CH:3]=[C:2]([Cl:1])[CH:7]=1 |f:2.3,4.5|. Procedure details: To the solution of 4-[3-(3,5-dichlorophenyl)-3-(trifluoromethyl)pyrrolidin-1-yl]-2-nitrobenzoic acid (0.3 g) and 2-picolylamine (0.07 g) in DMF was added 1-ethyl-3-(3′-dimethylaminopropyl)carbodiimide hydrochloride (0.13 g) and 1-hydroxybenzotriazole monohydrate (0.01 g), and the mixture was stirred for 6 hour at room temperature. The reaction solution was poured into water, which was then extracted twice with ethyl acetate. The organic layer was combined, which was then washed with water and dr... Starting materials: [N+](=O)([O-])C=1C=C(C=CC1OC1=CC=CC=C1)C=1SC(=C(N1)C)C(=O)OCC (ethyl 2-(3-nitro-4-phenoxyphenyl)-4-methyl-1,3-thiazole-5-carboxylate). Reagents/catalysts: [Pd] (palladium/carbon). Solvent: C(C)O (ethanol). Run at time 14 hour. Product: NC=1C=C(C=CC1OC1=CC=CC=C1)C=1SC(=C(N1)C)C(=O)OCC (ethyl 2-(3-amino-4-phenoxyphenyl)-4-methyl-1,3-thiazole-5-carboxylate). Yield: 99.9%. Reaction SMILES: [N+:1]([C:4]1[CH:5]=[C:6]([C:17]2[S:18][C:19]([C:23]([O:25][CH2:26][CH3:27])=[O:24])=[C:20]([CH3:22])[N:21]=2)[CH:7]=[CH:8][C:9]=1[O:10][C:11]1[CH:16]=[CH:15][CH:14]=[CH:13][CH:12]=1)([O-])=O>C(O)C.[Pd]>[NH2:1][C:4]1[CH:5]=[C:6]([C:17]2[S:18][C:19]([C:23]([O:25][CH2:26][CH3:27])=[O:24])=[C:20]([CH3:22])[N:21]=2)[CH:7]=[CH:8][C:9]=1[O:10][C:11]1[CH:16]=[CH:15][CH:14]=[CH:13][CH:12]=1. Reported procedure: A reaction mixture solution prepared by suspending 1.14 g of ethyl 2-(3-nitro-4-phenoxyphenyl)-4-methyl-1,3-thiazole-5-carboxylate in 15 mL of ethanol and adding 300 mg of palladium/carbon (10 wt %) was stirred at room temperature for 14 hours under a hydrogen atmosphere. The reaction mixture solution was celite-filtered and the filtrate was concentrated under reduced pressure to obtain 1.05 g of ethyl 2-(3-amino-4-phenoxyphenyl)-4-methyl-1,3-thiazole-5-carboxylate. The reactants are C1(=CC=CC2=CC=CC=C12)O (1-naphthol), BrC1=C(C2=CC=CC=C2C=C1)O (2-bromo-1-naphthol), BrNC(C)(C)C (N-bromo-t-butylamine), BrC1=C(C2=CC=CC=C2C=C1)O (bromonaphthol), C([O-])([O-])=O.[K+].[K+] (potassium carbonate), COS(=O)(=O)OC (dimethylsulfate). Run in CC(=O)C (acetone). Conditions: temperature 25 celsius, time 8 hour. Product: BrC1=C(C2=CC=CC=C2C=C1)OC (2-bromo-1-methoxynaphthalene). As a reaction SMILES: [C:1]1(O)C2C(=CC=CC=2)C=CC=1.[Br:12][C:13]1[CH:22]=[CH:21][C:20]2[C:15](=[CH:16][CH:17]=[CH:18][CH:19]=2)[C:14]=1[OH:23].BrNC(C)(C)C.C(=O)([O-])[O-].[K+].[K+].COS(OC)(=O)=O>CC(C)=O>[Br:12][C:13]1[CH:22]=[CH:21][C:20]2[C:15](=[CH:16][CH:17]=[CH:18][CH:19]=2)[C:14]=1[O:23][CH3:1] |f:3.4.5|. Procedure details: 1-naphthol was converted into 2-bromo-1-naphthol by reaction with a slurry of N-bromo-t-butylamine at -78° C. according to the procedure described in Pearson, Wysong, Breder, J. Org. Chem., 32, 2358 (1967). To a solution of 1 mole (crude) of the bromonaphthol in 750 mL of acetone was added 175 g of potassium carbonate. Over a 2-hour period, 95 mL of dimethylsulfate was added dropwise to the mechanically stirred reaction mixture. The resulting slurry was stirred at 25° C. overnight. The solids we... Procedure details: A one liter stock solution was prepared by dissolving 23.15 grams of ammonium sulfate and 141.5 grams of potassium nitrate in 500 ml of water. This solution was diluted to one liter with water. The product is S(=O)(=O)([O-])[O-].[NH4+].[NH4+].[N+](=O)([O-])[O-].[K+] (Ammonium Sulfate Potassium Nitrate). Solvent: O (water), O (water). Reactants: S(=O)(=O)([O-])[O-].[NH4+].[NH4+] (ammonium sulfate), [N+](=O)([O-])[O-].[K+] (potassium nitrate). Reaction SMILES: [S:1]([O-:5])([O-:4])(=[O:3])=[O:2].[NH4+:6].[NH4+].[N+:8]([O-:11])([O-:10])=[O:9].[K+:12]>O>[S:1]([O-:5])([O-:4])(=[O:3])=[O:2].[NH4+:8].[NH4+:6].[N+:8]([O-:11])([O-:10])=[O:9].[K+:12] |f:0.1.2,3.4,6.7.8.9.10|. Reactants: BrC1=CC(=C(C=C1)C1=CC=C(C=C1)CCC1(COC(OC1)(C)C)NC(C)=O)F (N-{5-[2-(4′-bromo-2′-fluorobiphenyl-4-yl)ethyl]-2,2-dimethyl-1,3-dioxan-5-yl}acetamide), CC1=CC=C(C=C1)S (4-methylbenzenethiol), C(C)(C)N(CC)C(C)C (diisopropylethylamine), O (Water). Reagents/catalysts: C1=CC=C(C=C1)/C=C/C(=O)/C=C/C2=CC=CC=C2.C1=CC=C(C=C1)/C=C/C(=O)/C=C/C2=CC=CC=C2.C1=CC=C(C=C1)/C=C/C(=O)/C=C/C2=CC=CC=C2.C(Cl)(Cl)Cl.[Pd].[Pd] (tris(dibenzylideneacetone)dipalladium(0) chloroform adduct), C1(=CC=CC=C1)P(C1=CC=CC=2C(C3=CC=CC(=C3OC12)P(C1=CC=CC=C1)C1=CC=CC=C1)(C)C)C1=CC=CC=C1 (4,5-bis(diphenylphosphino)-9,9-dimethylxanthene). Solvent: O1CCOCC1 (1,4-dioxane). The product is FC1=C(C=CC(=C1)SC1=CC=C(C=C1)C)C1=CC=C(C=C1)CCC1(COC(OC1)(C)C)NC(C)=O (N-(5-{2-[2′-fluoro-4′-(4-methylphenylthio)biphenyl-4-yl]ethyl}-2,2-dimethyl-1,3-dioxan-5-yl)acetamide). The yield is 89.2%. Reaction SMILES: Br[C:2]1[CH:7]=[CH:6][C:5]([C:8]2[CH:13]=[CH:12][C:11]([CH2:14][CH2:15][C:16]3([NH:24][C:25](=[O:27])[CH3:26])[CH2:21][O:20][C:19]([CH3:23])([CH3:22])[O:18][CH2:17]3)=[CH:10][CH:9]=2)=[C:4]([F:28])[CH:3]=1.[CH3:29][C:30]1[CH:35]=[CH:34][C:33]([SH:36])=[CH:32][CH:31]=1.C(N(C(C)C)CC)(C)C.O>O1CCOCC1.C1C=CC(/C=C/C(/C=C/C2C=CC=CC=2)=O)=CC=1.C1C=CC(/C=C/C(/C=C/C2C=CC=CC=2)=O)=CC=1.C1C=CC(/C=C/C(/C=C/C2C=CC=CC=2)=O)=CC=1.C(Cl)(Cl)Cl.[Pd].[Pd].C1(P(C2C=CC=CC=2)C2C3OC4C(=CC=CC=4P(C4C=CC=CC=4)C4C=CC=CC=4)C(C)(C)C=3C=CC=2)C=CC=CC=1>[F:28][C:4]1[CH:3]=[C:2]([S:36][C:33]2[CH:34]=[CH:35][C:30]([CH3:29])=[CH:31][CH:32]=2)[CH:7]=[CH:6][C:5]=1[C:8]1[CH:13]=[CH:12][C:11]([CH2:14][CH2:15][C:16]2([NH:24][C:25](=[O:27])[CH3:26])[CH2:21][O:20][C:19]([CH3:23])([CH3:22])[O:18][CH2:17]2)=[CH:10][CH:9]=1 |f:5.6.7.8.9.10|. Reported procedure: A solution of N-{5-[2-(4′-bromo-2′-fluorobiphenyl-4-yl)ethyl]-2,2-dimethyl-1,3-dioxan-5-yl}acetamide (1.17 g) of Reference Example 10, 4-methylbenzenethiol (316 mg), diisopropylethylamine (672 mg), tris(dibenzylideneacetone)dipalladium(0) chloroform adduct (67.3 mg) and 4,5-bis(diphenylphosphino)-9,9-dimethylxanthene (Xantphos) (77.5 mg) in 1,4-dioxane (10 mL) was heated under reflux for 8 hr under a nitrogen atmosphere. Water was added to the reaction mixture, and the mixture was extracted with...